Dataset: the Open Reaction Database (ORD), a public repository of structured organic reaction records. Task: describe an organic reaction: reactants, conditions, products, and yield Reactants: [Al+3], C1CCOC1, COC(=O)c1cccc(Cl)c1C, [H-], [H-], [H-], [H-], [Li+], [Na+], [OH-], O. The product is Cc1c(Cl)cccc1CO. As a reaction SMILES: [Al+3:2].[CH2:22]1[O:23][CH2:24][CH2:25][CH2:26]1.[Cl:7][c:8]1[c:9]([CH3:18])[c:10]([C:11](=[O:12])[O:13][CH3:14])[cH:15][cH:16][cH:17]1.[H-:1].[H-:4].[H-:5].[H-:6].[Li+:3].[Na+:21].[OH-:20].[OH2:19]>>[Cl:7][c:8]1[c:9]([CH3:18])[c:10]([CH2:11][OH:12])[cH:15][cH:16][cH:17]1. Reactants: O (water), C(C)(C)(C)C1=C(C=CC(=C1)C(C)(C)C)O (2,4-di-tert-butylphenol), C(C=O)(=O)O (glyoxylic acid), O.C1(=CC=C(C=C1)S(=O)(=O)O)C (p-toluenesulfonic acid monohydrate). The solvent is ClCCCl (1,2-dichloroethane). Yields the product C(C)(C)(C)C=1C=C(C2=C(C(C(O2)=O)O)C1)C(C)(C)C (5,7-di-tert-butyl-3-hydroxy-3H-benzofuran-2-one). RXN SMILES: [C:1]([C:5]1[CH:10]=[C:9]([C:11]([CH3:14])([CH3:13])[CH3:12])[CH:8]=[CH:7][C:6]=1[OH:15])([CH3:4])([CH3:3])[CH3:2].[C:16](O)(=[O:19])[CH:17]=[O:18].O.C1(C)C=CC(S(O)(=O)=O)=CC=1.O>ClCCCl>[C:11]([C:9]1[CH:10]=[C:5]([C:1]([CH3:4])([CH3:3])[CH3:2])[C:6]2[O:15][C:17](=[O:18])[CH:16]([OH:19])[C:7]=2[CH:8]=1)([CH3:14])([CH3:13])[CH3:12] |f:2.3|. Reported procedure: A mixture of 212.5 g (1.00 mol) of 2,4-di-tert-butylphenol (97%), 163.0 g (1.10 mol) of 50% aqueous glyoxylic acid and 0.5 g (2.6 mmol) of p-toluenesulfonic acid monohydrate in 300 ml of 1,2-dichloroethane is refluxed under nitrogen for 3.5 hours on a water separator. Afterwards the reaction mixture is concentrated on a vacuum rotary evaporator. The residue is taken up in 800 ml of hexane and washed three times with water. The aqueous phases are separated in the separating funnel and further ext...